This data is from the Open Reaction Database (ORD), a public repository of structured organic reaction records. The task is: describe an organic reaction: reactants, conditions, products, and yield Starting materials: CC(=O)OC(C)=O, ClCCl, Cn1c(=O)c2c(nc(-c3cccc(N)c3)n2Cc2c(F)cccc2Cl)n(C)c1=O. The product is CC(=O)Nc1cccc(-c2nc3c(c(=O)n(C)c(=O)n3C)n2Cc2c(F)cccc2Cl)c1. Reaction SMILES: [CH3:30][C:31](=[O:32])[O:33][C:34](=[O:35])[CH3:36].[Cl:37][CH2:38][Cl:39].[NH2:1][c:2]1[cH:3][c:4](-[c:8]2[n:9][c:10]3[n:11]([CH3:29])[c:12](=[O:28])[n:13]([CH3:27])[c:14](=[O:26])[c:15]3[n:16]2[CH2:17][c:18]2[c:19]([Cl:25])[cH:20][cH:21][cH:22][c:23]2[F:24])[cH:5][cH:6][cH:7]1>>[NH:1]([c:2]1[cH:3][c:4](-[c:8]2[n:9][c:10]3[n:11]([CH3:29])[c:12](=[O:28])[n:13]([CH3:27])[c:14](=[O:26])[c:15]3[n:16]2[CH2:17][c:18]2[c:19]([Cl:25])[cH:20][cH:21][cH:22][c:23]2[F:24])[cH:5][cH:6][cH:7]1)[C:31]([CH3:30])=[O:32]. Reactants: CCN(C(C)C)C(C)C, [Cu]I, Cn1c(=O)n(Cc2ccc(F)c(F)c2)c(=O)c2cc(I)ccc21, C#CCc1ccc(F)cc1, CN(C)C=O, O. Yields the product Cn1c(=O)n(Cc2ccc(F)c(F)c2)c(=O)c2cc(C#CCc3ccc(F)cc3)ccc21. RXN SMILES: [CH:24]([N:25]([CH:26]([CH3:27])[CH3:28])[CH2:29][CH3:30])([CH3:31])[CH3:32].[Cu:49][I:50].[F:1][c:2]1[cH:3][c:4]([CH2:5][n:6]2[c:7](=[O:19])[n:8]([CH3:18])[c:9]3[cH:10][cH:11][c:12]([I:17])[cH:13][c:14]3[c:15]2=[O:16])[cH:20][cH:21][c:22]1[F:23].[F:33][c:34]1[cH:35][cH:36][c:37]([CH2:40][C:41]#[CH:42])[cH:38][cH:39]1.[O:44]=[CH:45][N:46]([CH3:47])[CH3:48].[OH2:43]>>[F:1][c:2]1[cH:3][c:4]([CH2:5][n:6]2[c:7](=[O:19])[n:8]([CH3:18])[c:9]3[cH:10][cH:11][c:12]([C:42]#[C:41][CH2:40][c:37]4[cH:36][cH:35][c:34]([F:33])[cH:39][cH:38]4)[cH:13][c:14]3[c:15]2=[O:16])[cH:20][cH:21][c:22]1[F:23]. The yield is 45.0%. The reactants are FC(C1=CC=C(C=C1)C=1SC(=C(N1)CN1CCC(CC1)C(F)(F)F)CO)(F)F ([2-(4-trifluoromethyl-phenyl)-4-(4-trifluoromethyl-piperidin-1-ylmethyl)-thiazol-5-yl]-methanol), [H-].[Na+] (sodium hydride), FC1=CC(=C(C#N)C=C1)OC (4-fluoro-2-methoxybenzonitrile). Product: COC1=C(C#N)C=CC(=C1)OCC1=C(N=C(S1)C1=CC=C(C=C1)C(F)(F)F)CN1CCC(CC1)C(F)(F)F (2-methoxy-4-[2-(4-trifluoromethyl-phenyl)-4-(4-trifluoromethyl-piperidin-1-ylmethyl)-thiazol-5-ylmethoxy]-benzonitrile). Reaction SMILES: [F:1][C:2]([F:28])([F:27])[C:3]1[CH:8]=[CH:7][C:6]([C:9]2[S:10][C:11]([CH2:25][OH:26])=[C:12]([CH2:14][N:15]3[CH2:20][CH2:19][CH:18]([C:21]([F:24])([F:23])[F:22])[CH2:17][CH2:16]3)[N:13]=2)=[CH:5][CH:4]=1.[H-].[Na+].F[C:32]1[CH:39]=[CH:38][C:35]([C:36]#[N:37])=[C:34]([O:40][CH3:41])[CH:33]=1>CN(C)C=O>[CH3:41][O:40][C:34]1[CH:33]=[C:32]([O:26][CH2:25][C:11]2[S:10][C:9]([C:6]3[CH:7]=[CH:8][C:3]([C:2]([F:1])([F:27])[F:28])=[CH:4][CH:5]=3)=[N:13][C:12]=2[CH2:14][N:15]2[CH2:20][CH2:19][CH:18]([C:21]([F:22])([F:24])[F:23])[CH2:17][CH2:16]2)[CH:39]=[CH:38][C:35]=1[C:36]#[N:37] |f:1.2|. Run in CN(C=O)C (dimethylformamide). Run at temperature 0 celsius, time 30 minute. Procedure: To a solution of 474 mg of [2-(4-trifluoromethyl-phenyl)-4-(4-trifluoromethyl-piperidin-1-ylmethyl)-thiazol-5-yl]-methanol in 2.9 mL of dimethylformamide was added 60 mg of sodium hydride. The resulting mixture was stirred for 30 minutes at 0° C. then 208 mg of 4-fluoro-2-methoxybenzonitrile was added. After stirring for 30 minutes at 0° C., the temperature was allowed to warm up to room temperature and the reaction mixture was stirred for 30 minutes. The solvent was removed under reduced pressu... Reactants: CCN(C(C)C)C(C)C (DIPEA), C(C)(=O)O (acetic acid), C(C)(=O)O[BH-](OC(C)=O)OC(C)=O.[Na+] (sodium triacetoxyborohydride), Cl.N[C@H]1[C@@H]([C@@H](CC1)O)O ((1R,2S,3R)-3-aminocyclopentane-1,2-diol hydrochloride), CC1(C=2C=CC(=CC2C(CC1)(C)C)C=1N=C(SC1)N1CCC(CC1)=O)C (1-[4-(5,5,8,8-tetramethyl-5,6,7,8-tetrahydronaphthalen-2-yl)thiazol-2-yl]piperidin-4-one), C(O)([O-])=O.[Na+] (sodium hydrogencarbonate). Solvent: CN(C)C=O (DMF), C1CCOC1 (THF). Reaction conditions: time 30 minute. Yields the product CC1(C=2C=CC(=CC2C(CC1)(C)C)C=1N=C(SC1)N1CCC(CC1)N[C@H]1[C@@H]([C@@H](CC1)O)O)C ((1R,2S,3R)-3-{1-[4-(5,5,8,8-tetramethyl-5,6,7,8-tetrahydronaphthalen-2-yl)thiazol-2-yl]piperidin-4-ylamino}cyclopentane-1,2-diol). Reaction SMILES: Cl.[NH2:2][C@@H:3]1[CH2:7][CH2:6][C@@H:5]([OH:8])[C@H:4]1[OH:9].CCN(C(C)C)C(C)C.[CH3:19][C:20]1([CH3:44])[CH2:29][CH2:28][C:27]([CH3:31])([CH3:30])[C:26]2[CH:25]=[C:24]([C:32]3[N:33]=[C:34]([N:37]4[CH2:42][CH2:41][C:40](=O)[CH2:39][CH2:38]4)[S:35][CH:36]=3)[CH:23]=[CH:22][C:21]1=2.C(O)(=O)C.C(O[BH-](OC(=O)C)OC(=O)C)(=O)C.[Na+].C(=O)([O-])O.[Na+]>C1COCC1.CN(C=O)C>[CH3:19][C:20]1([CH3:44])[CH2:29][CH2:28][C:27]([CH3:30])([CH3:31])[C:26]2[CH:25]=[C:24]([C:32]3[N:33]=[C:34]([N:37]4[CH2:42][CH2:41][CH:40]([NH:2][C@@H:3]5[CH2:7][CH2:6][C@@H:5]([OH:8])[C@H:4]5[OH:9])[CH2:39][CH2:38]4)[S:35][CH:36]=3)[CH:23]=[CH:22][C:21]1=2 |f:0.1,5.6,7.8|. Procedure details: 24 mg (0.16 mmol) of (1R,2S,3R)-3-aminocyclopentane-1,2-diol hydrochloride are dissolved in 1 ml of THF and 2 ml of DMF, and 27 μl (0.16 mmol) of DIPEA are added. 60 mg (0.16 mmol) of 1-[4-(5,5,8,8-tetramethyl-5,6,7,8-tetrahydronaphthalen-2-yl)thiazol-2-yl]piperidin-4-one are added. The mixture is stirred at room temperature for 30 min, 18 μl (0.32 mmol) of glacial acetic acid are added, and the mixture is stirred for a further 10 min. 70 mg (0.32 mmol) of sodium triacetoxyborohydride are subseq... Reactants: NC1=CC(=C(C(=O)NCCN2CC(CC2)CNC(=O)OC(C)(C)C)C=C1Cl)OC (4-Amino-N-(2-(3-tert-butoxycarbonylaminomethylpyrrolidin-1-yl)-ethyl)-5-chloro-2-methoxybenzamide), NC1=CC(=C(C(=O)O)C=C1Cl)OC (4-amino-5-chloro-2-methoxybenzoic acid). Product: NC1=CC(=C(C(=O)NCC2CN(CC2)CCNC(C2=C(C=C(C(=C2)Cl)N)OC)=O)C=C1Cl)OC (4-amino-N-(1-(2-(4-amino-5-chloro-2-methoxybenzoylamino)ethyl)pyrrolidin-3-ylmethyl)-5-chloro-2-methoxybenzamide). As a reaction SMILES: [NH2:1][C:2]1[C:26]([Cl:27])=[CH:25][C:5]([C:6]([NH:8][CH2:9][CH2:10][N:11]2[CH2:15][CH2:14][CH:13]([CH2:16][NH:17][C:18]([O:20]C(C)(C)C)=O)[CH2:12]2)=[O:7])=[C:4]([O:28][CH3:29])[CH:3]=1.[NH2:30][C:31]1[C:39]([Cl:40])=[CH:38][C:34](C(O)=O)=[C:33]([O:41][CH3:42])[CH:32]=1>>[NH2:30][C:31]1[C:39]([Cl:40])=[CH:38][C:34]([C:18]([NH:17][CH2:16][CH:13]2[CH2:14][CH2:15][N:11]([CH2:10][CH2:9][NH:8][C:6](=[O:7])[C:5]3[CH:25]=[C:26]([Cl:27])[C:2]([NH2:1])=[CH:3][C:4]=3[O:28][CH3:29])[CH2:12]2)=[O:20])=[C:33]([O:41][CH3:42])[CH:32]=1. Reported procedure: 4-Amino-N-(2-(3-tert-butoxycarbonylaminomethylpyrrolidin-1-yl)-ethyl)-5-chloro-2-methoxybenzamide (0.97 g) as starting compound was reacted and treated in the same manner as in Example 67 using 4-amino-5-chloro-2-methoxybenzoic acid (0.50 g) to give 4-amino-N-(1-(2-(4-amino-5-chloro-2-methoxybenzoylamino)ethyl)pyrrolidin-3-ylmethyl)-5-chloro-2-methoxybenzamide. The reactants are C(=O)(O)[O-].[Na+] (NaHCO3), C(=O)(OCC1=CC=CC=C1)N1C(C1)C (N-Cbz-2-Methyl aziridine), C(C)(C)(C)C(O)C(C)(C)C (di-t-butylmethanol), B(F)(F)F.CCOCC (Boron trifluoride etherate). The solvent is C(Cl)Cl (CH2Cl2). Reaction conditions: time 8 hour. Product: C(=O)(OCC1=CC=CC=C1)NC(COC(C(C)(C)C)C(C)(C)C)C (N-Cbz-2-amino 1-[di-(t-butyl)methoxy]propane). Reaction SMILES: [C:1]([N:11]1[CH2:13][CH:12]1[CH3:14])([O:3][CH2:4][C:5]1[CH:10]=[CH:9][CH:8]=[CH:7][CH:6]=1)=[O:2].[C:15]([CH:19]([C:21]([CH3:24])([CH3:23])[CH3:22])[OH:20])([CH3:18])([CH3:17])[CH3:16].B(F)(F)F.CCOCC.C([O-])(O)=O.[Na+]>C(Cl)Cl>[C:1]([NH:11][CH:12]([CH3:14])[CH2:13][O:20][CH:19]([C:21]([CH3:24])([CH3:23])[CH3:22])[C:15]([CH3:18])([CH3:17])[CH3:16])([O:3][CH2:4][C:5]1[CH:6]=[CH:7][CH:8]=[CH:9][CH:10]=1)=[O:2] |f:2.3,4.5|. Reported procedure: N-Cbz-2-Methyl aziridine and di-t-butylmethanol are dissolved in CH2Cl2 at 0° C. under argon. Boron trifluoride etherate is added and the flask is stirred overnight. The contents are poured into saturated NaHCO3 and are extracted with ethyl acetate. The organic layer is drid over MgSO4 and evaporated to yield N-Cbz-2-amino 1-[di-(t-butyl)methoxy]propane. Reactants: FC=1C=CC=C(C1C(=O)O)N (6-fluoroanthranilic acid), S(=O)(Cl)Cl (thionyl chloride), FC1=CC=C(C(=O)Cl)C=C1 (4-fluorobenzoyl chloride), [OH-].[Na+] (sodium hydroxide). The reagents and catalysts are [Cl-].C(C1=CC=CC=C1)[N+](C)(C)C (benzyltrimethylammonium chloride). The solvent is ClCCCl (1,2-dichloroethane). Product: FC1=CC=CC2=C1C(OC(=N2)C2=CC=C(C=C2)F)=O (5-fluoro-2-(p-fluorophenyl)-4H-3,1-benzoxazin-4-one). Isolated yield 97.2%. RXN SMILES: [F:1][C:2]1[CH:3]=[CH:4][CH:5]=[C:6]([NH2:11])[C:7]=1[C:8]([OH:10])=[O:9].[F:12][C:13]1[CH:21]=[CH:20][C:16]([C:17](Cl)=O)=[CH:15][CH:14]=1.[OH-].[Na+].S(Cl)(Cl)=O>[Cl-].C([N+](C)(C)C)C1C=CC=CC=1.ClCCCl>[F:1][C:2]1[C:7]2[C:8](=[O:10])[O:9][C:17]([C:16]3[CH:20]=[CH:21][C:13]([F:12])=[CH:14][CH:15]=3)=[N:11][C:6]=2[CH:5]=[CH:4][CH:3]=1 |f:2.3,5.6|. Reported procedure: When 38.8 g of 6-fluoroanthranilic acid, 39 g of 4-fluorobenzoyl chloride, 20 g of 50% strength sodium hydroxide solution, 0.45 g of benzyltrimethylammonium chloride, 700 g of 1,2-dichloroethane and 32.7 g of thionyl chloride are used as starting materials, and the procedure described in Example 1 is employed, 62 g (96%) of 5-fluoro-2-(p-fluorophenyl)-4H-3,1-benzoxazin-4-one of melting point 189°-193° C. are obtained. Starting materials: Br, COCC1OC(OC(C)=O)C(OC(C)=O)C(OC(C)=O)C1OC(C)=O, CC(=O)O, ClCCl. The product is COCC1OC(Br)C(OC(C)=O)C(OC(C)=O)C1OC(C)=O. RXN SMILES: [BrH:26].[C:1]([O:2][CH:5]1[CH:6]([O:7][C:8]([CH3:9])=[O:10])[CH:11]([O:12][C:13]([CH3:14])=[O:15])[CH:16]([O:17][C:18]([CH3:19])=[O:20])[CH:21]([CH2:23][O:24][CH3:25])[O:22]1)(=[O:3])[CH3:4].[CH3:30][C:31](=[O:32])[OH:33].[Cl:27][CH2:28][Cl:29]>>[CH:5]1([Br:26])[CH:6]([O:7][C:8]([CH3:9])=[O:10])[CH:11]([O:12][C:13]([CH3:14])=[O:15])[CH:16]([O:17][C:18]([CH3:19])=[O:20])[CH:21]([CH2:23][O:24][CH3:25])[O:22]1.